Dataset: the Open Reaction Database (ORD), a public repository of structured organic reaction records. Task: describe an organic reaction: reactants, conditions, products, and yield Reactants: Cn1nccc1NC(=O)OCC(Cl)(Cl)Cl, CS(C)=O, CCN(C(C)C)C(C)C, O, c1ccc(-c2nsc(N3CCNCC3)n2)cc1. Yields the product Cn1nccc1NC(=O)N1CCN(c2nc(-c3ccccc3)ns2)CC1. As a reaction SMILES: [CH3:1][n:2]1[n:3][cH:4][cH:5][c:6]1[NH:7][C:8]([O:9][CH2:10][C:11]([Cl:12])([Cl:13])[Cl:14])=[O:15].[CH3:43][S:44]([CH3:45])=[O:46].[CH:33]([N:34]([CH:35]([CH3:36])[CH3:37])[CH2:38][CH3:39])([CH3:40])[CH3:41].[OH2:42].[c:16]1(-[c:22]2[n:23][s:24][c:25]([N:27]3[CH2:28][CH2:29][NH:30][CH2:31][CH2:32]3)[n:26]2)[cH:17][cH:18][cH:19][cH:20][cH:21]1>>[CH3:1][n:2]1[n:3][cH:4][cH:5][c:6]1[NH:7][C:8](=[O:15])[N:30]1[CH2:29][CH2:28][N:27]([c:25]2[s:24][n:23][c:22](-[c:16]3[cH:17][cH:18][cH:19][cH:20][cH:21]3)[n:26]2)[CH2:32][CH2:31]1. Reactants: C(C)OC1=C(C(=C(C#N)C=C1)F)F (4-ethoxy-2,3-difluoro benzonitrile), [Cl-].[Al+3].[Cl-].[Cl-] (aluminium(III) chloride). Run in C1(=CC=CC=C1)C (toluene), C1(=CC=CC=C1)C (toluene). Reaction conditions: time 5 hour. Yields the product C(#N)C1=C(C(=C(C=C1)O)F)F (4-cyano-2,3-difluorophenol). Reaction SMILES: C([O:3][C:4]1[CH:11]=[CH:10][C:7]([C:8]#[N:9])=[C:6]([F:12])[C:5]=1[F:13])C.[Cl-].[Al+3].[Cl-].[Cl-]>C1(C)C=CC=CC=1>[C:8]([C:7]1[CH:10]=[CH:11][C:4]([OH:3])=[C:5]([F:13])[C:6]=1[F:12])#[N:9] |f:1.2.3.4|. Reported procedure: A solution of 0.1 mol of 4-ethoxy-2,3-difluoro benzonitrile in 100 ml of toluene is slowly added dropwise at room temperature in the course of 30 minutes to a solution of 0.1 mol of aluminium(III) chloride in 100 ml of toluene. The mixture is subsequently heated to boiling for 5 hours and worked up as customary after cooling, m.p.: 145° C.